From a dataset of the Open Reaction Database (ORD), a public repository of structured organic reaction records. describe an organic reaction: reactants, conditions, products, and yield Reactants: O=Cc1ccccc1, NCP(=O)(Oc1ccccc1)Oc1ccccc1, O, c1ccccc1. RXN SMILES: [CH:19](=[O:20])[c:21]1[cH:22][cH:23][cH:24][cH:25][cH:26]1.[NH2:1][CH2:2][P:3]([O:4][c:5]1[cH:6][cH:7][cH:8][cH:9][cH:10]1)([O:11][c:12]1[cH:13][cH:14][cH:15][cH:16][cH:17]1)=[O:18].[OH2:27].[cH:28]1[cH:29][cH:30][cH:31][cH:32][cH:33]1>>[N:1]([CH2:2][P:3]([O:4][c:5]1[cH:6][cH:7][cH:8][cH:9][cH:10]1)([O:11][c:12]1[cH:13][cH:14][cH:15][cH:16][cH:17]1)=[O:18])=[CH:19][c:21]1[cH:22][cH:23][cH:24][cH:25][cH:26]1. The product is O=P(CN=Cc1ccccc1)(Oc1ccccc1)Oc1ccccc1. The reactants are C(CCC(=O)Cl)(=O)Cl (succinyl chloride), C(C1=CC=CC=C1)OC=1C=C(CN)C=CC1OCC1=CC=CC=C1 (3,4-dibenzyloxybenzylamine), ice. The solvent is ClCCl (dichloromethane), N1=CC=CC=C1 (pyridine). Run at temperature 0 celsius. The product is C(C1=CC=CC=C1)OC=1C=C(CNC(CCC(=O)NCC2=CC(=C(C=C2)OCC2=CC=CC=C2)OCC2=CC=CC=C2)=O)C=CC1OCC1=CC=CC=C1 (Succinic acid bis(3,4-dibenzyloxybenzylamide)). Reaction SMILES: [CH2:1]([O:8][C:9]1[CH:10]=[C:11]([CH:14]=[CH:15][C:16]=1[O:17][CH2:18][C:19]1[CH:24]=[CH:23][CH:22]=[CH:21][CH:20]=1)[CH2:12][NH2:13])[C:2]1[CH:7]=[CH:6][CH:5]=[CH:4][CH:3]=1.[C:25](Cl)(=[O:31])[CH2:26][CH2:27][C:28](Cl)=[O:29]>N1C=CC=CC=1.ClCCl>[CH2:1]([O:8][C:9]1[CH:10]=[C:11]([CH:14]=[CH:15][C:16]=1[O:17][CH2:18][C:19]1[CH:24]=[CH:23][CH:22]=[CH:21][CH:20]=1)[CH2:12][NH:13][C:25](=[O:31])[CH2:26][CH2:27][C:28]([NH:13][CH2:12][C:11]1[CH:14]=[CH:15][C:16]([O:17][CH2:18][C:19]2[CH:24]=[CH:23][CH:22]=[CH:21][CH:20]=2)=[C:9]([O:8][CH2:1][C:2]2[CH:3]=[CH:4][CH:5]=[CH:6][CH:7]=2)[CH:10]=1)=[O:29])[C:2]1[CH:3]=[CH:4][CH:5]=[CH:6][CH:7]=1. Reported procedure: 3,4-dibenzyloxybenzylamine (1.1 g, 3.45 mmol) was dissolved in anhydrous pyridine (8 ml) and cooled to 0° C. with stirring under nitrogen. To this solution, succinyl chloride (0.23 g, 1.42 mmol) was added dropwise over 30 minutes as a solution in dichloromethane (50 ml), while maintaining the reaction mixture at 0° C. The reaction was allowed to warm to room temperature and stirred for an additional 45 minutes. The reaction was poured onto crushed ice (70 g) and the dichloromethane layer was sep... Starting materials: O.C1(=CC=C(C=C1)S(=O)(=O)O)C (p-toluenesulfonic acid monohydrate), C(CCCCCCCCC#C)O (undec-10-yn-1-ol), [Cl-].[Na+] (sodium chloride). The product is O1C(CCCC1)OCCCCCCCCCC#C (11-tetrahydropyranyloxyundecyne). Procedure: 17.5 g (0,104 mol) of undec-10-yn-1-ol were dissolved in 100 ml of dichloromethane and 25 ml of dihydropyran, and a catalytic amount (spatula tipful) of p-toluenesulfonic acid monohydrate was added. The reaction mixture was left to stand overnight at room temperature and poured into saturated aqueous sodium chloride solution. Extraction with dichloromethane (3×), drying (Na2SO4) of the combined organic phases and flash chromatography on silica gel (n-heptane/ethyl acetate=10:1) gave 24 g (92% of... Reaction SMILES: [CH2:1]([OH:12])[CH2:2][CH2:3][CH2:4][CH2:5][CH2:6][CH2:7][CH2:8][CH2:9][C:10]#[CH:11].[OH2:13].[C:14]1(C)C=[CH:18][C:17](S(O)(=O)=O)=[CH:16][CH:15]=1.[Cl-].[Na+]>ClCCl.O1C=CCCC1>[O:13]1[CH2:18][CH2:17][CH2:16][CH2:15][CH:14]1[O:12][CH2:1][CH2:2][CH2:3][CH2:4][CH2:5][CH2:6][CH2:7][CH2:8][CH2:9][C:10]#[CH:11] |f:1.2,3.4|. Reaction conditions: time 8 hour. Yield: 92.0%. Run in O1CCCC=C1 (dihydropyran), ClCCl (dichloromethane). The reactants are COC(=O)c1ccc(Sc2cc(Br)cnc2Nc2nc3cccnc3s2)cc1, CO, Cl, [Na+], [OH-]. Product: O=C(O)c1ccc(Sc2cc(Br)cnc2Nc2nc3cccnc3s2)cc1. RXN SMILES: [Br:2][c:3]1[cH:4][c:5]([S:19][c:20]2[cH:21][cH:22][c:23]([C:24](=[O:25])[O:26][CH3:27])[cH:28][cH:29]2)[c:6]([NH:9][c:10]2[s:11][c:12]3[n:13][cH:14][cH:15][cH:16][c:17]3[n:18]2)[n:7][cH:8]1.[CH3:32][OH:33].[ClH:1].[Na+:31].[OH-:30]>>[Br:2][c:3]1[cH:4][c:5]([S:19][c:20]2[cH:21][cH:22][c:23]([C:24](=[O:25])[OH:26])[cH:28][cH:29]2)[c:6]([NH:9][c:10]2[s:11][c:12]3[n:13][cH:14][cH:15][cH:16][c:17]3[n:18]2)[n:7][cH:8]1. The reactants are CN(C)C=O, ClCCCl, O=C(O)c1cccc2c1OC(F)(F)O2, O=S(Cl)Cl. The product is O=C(Cl)c1cccc2c1OC(F)(F)O2. Reaction SMILES: [CH3:15][N:16]([CH3:17])[CH:18]=[O:19].[Cl:24][CH2:25][CH2:26][Cl:27].[F:1][C:2]1([F:14])[O:3][c:4]2[c:5]([cH:7][cH:8][cH:9][c:10]2[C:11](=[O:12])[OH:13])[O:6]1.[S:20]([Cl:21])([Cl:22])=[O:23]>>[F:1][C:2]1([F:14])[O:3][c:4]2[c:5]([cH:7][cH:8][cH:9][c:10]2[C:11](=[O:12])[Cl:22])[O:6]1. The reactants are O (water), C(#N)C1C(CCCC1)CSC=1C=C(C=CC1)C(C(=O)OCC)C (ethyl 2-[3-(2-cyanocyclohexylmethylthio)phenyl]propionate), [OH-].[K+] (potassium hydroxide), O (water), Cl (hydrochloric acid). Run in C(COCCO)O (diethylene glycol). Reaction conditions: temperature 250 celsius, time 5.5 hour. Product: C(=O)(O)C1C(CCCC1)CSC=1C=C(C=CC1)C(C(=O)O)C (2-[3-(2-Carboxycyclohexylmethylthio)phenyl]propionic acid). Reaction SMILES: [C:1]([CH:3]1[CH2:8][CH2:7][CH2:6][CH2:5][CH:4]1[CH2:9][S:10][C:11]1[CH:12]=[C:13]([CH:17]([CH3:23])[C:18]([O:20]CC)=[O:19])[CH:14]=[CH:15][CH:16]=1)#N.[OH-:24].[K+].Cl.[OH2:27]>C(O)COCCO>[C:1]([CH:3]1[CH2:8][CH2:7][CH2:6][CH2:5][CH:4]1[CH2:9][S:10][C:11]1[CH:12]=[C:13]([CH:17]([CH3:23])[C:18]([OH:20])=[O:19])[CH:14]=[CH:15][CH:16]=1)([OH:27])=[O:24] |f:1.2|. Procedure details: The above ester compound (2.6 g) was added to a solution of potassium hydroxide (2.6 g) in water (5 ml) and diethylene glycol (8 ml) and the mixture was heated with stirring for 5.5 hours in an oil bath maintained at 250° C. The reaction mixture was poured into water, acidified with hydrochloric acid and extracted with ethyl acetate. The ethyl acetate layers were washed with water, dried over anhydrous sodium sulfate and evaporated to dryness under reduced pressure to give the title compound (2.... The reactants are O1C(=CC=C1)CC(COS(=O)(=O)C)N(CC#C)C (Methanesulfonic acid 3-furan-2-yl-2-(methyl-prop-2-ynyl-amino)-propyl ester), [F-] (fluoride). Yields the product FCC(CC=1OC=CC1)N(CC#C)C ((1-Fluoromethyl-2-furan-2-yl-ethyl)-methyl-prop-2-ynyl-amine). Reaction SMILES: [O:1]1[CH:5]=[CH:4][CH:3]=[C:2]1[CH2:6][CH:7]([N:14]([CH3:18])[CH2:15][C:16]#[CH:17])[CH2:8]OS(C)(=O)=O.[F-:19]>>[F:19][CH2:8][CH:7]([N:14]([CH3:18])[CH2:15][C:16]#[CH:17])[CH2:6][C:2]1[O:1][CH:5]=[CH:4][CH:3]=1. Reported procedure: Compound 3e is synthesized by general procedure A from starting material 3c with F-18 fluoride 0.96 GBq. The desired compound is obtained (124 MBq). Reactants: C=1C=CC2=C(C1)N=NN2O (HOBt), TEA, crude mixture, C(=O)(C(F)(F)F)O (TFA), C(C)[SiH](CC)CC (triethylsilane), CCN=C=NCCCN(C)C (EDCI), CC1NCCC2=C1N=CN=C2C2=CC=NN2C2OCCCC2 (8-methyl-4-(1-(tetrahydro-2H-pyran-2-yl)-1H-pyrazol-5-yl)-5,6,7,8-tetrahydropyrido[3,4-d]pyrimidine), ClC1=C(C(=O)O)C=CC(=C1C(F)(F)F)F (2-chloro-4-fluoro-3-(trifluoromethyl)benzoic acid). Run in C(Cl)Cl (DCM). Conditions: time 8 hour. The product is ClC1=C(C=CC(=C1C(F)(F)F)F)C(=O)N1C(C=2N=CN=C(C2CC1)C1=CC=NN1)C ((2-chloro-4-fluoro-3-(trifluoromethyl)phenyl)(8-methyl-4-(1H-pyrazol-5-yl)-5,6-dihydropyrido[3,4-d]pyrimidin-7(8H)-yl)methanone). The yield is 67.1%. RXN SMILES: [CH3:1][CH:2]1[C:7]2[N:8]=[CH:9][N:10]=[C:11]([C:12]3[N:16](C4CCCCO4)[N:15]=[CH:14][CH:13]=3)[C:6]=2[CH2:5][CH2:4][NH:3]1.[Cl:23][C:24]1[C:32]([C:33]([F:36])([F:35])[F:34])=[C:31]([F:37])[CH:30]=[CH:29][C:25]=1[C:26](O)=[O:27].CCN=C=NCCCN(C)C.C1C=CC2N(O)N=NC=2C=1.C(O)(C(F)(F)F)=O.C([SiH](CC)CC)C>C(Cl)Cl>[Cl:23][C:24]1[C:32]([C:33]([F:35])([F:36])[F:34])=[C:31]([F:37])[CH:30]=[CH:29][C:25]=1[C:26]([N:3]1[CH2:4][CH2:5][C:6]2[C:11]([C:12]3[NH:16][N:15]=[CH:14][CH:13]=3)=[N:10][CH:9]=[N:8][C:7]=2[CH:2]1[CH3:1])=[O:27]. Procedure details: To a solution of the product of Example 112, step g (60 mg, 0.20 mmol) in DCM (2 mL) was added 2-chloro-4-fluoro-3-(trifluoromethyl)benzoic acid (49 mg, 0.20 mmol), followed by EDCI (116 mg, 0.607 mmol), HOBt (19 mg, 0.14 mmol) and TEA (2.0 mL, 0.607 mmol). The reaction was stirred at room temperature overnight. The crude mixture was treated directly with TFA (0.8 mL) and triethylsilane (81 L, 0.20 mmol) and stirred for 3 h. The solvents were removed in vacuo and the residue was azeotroped with ... Reactants: CN1CCCC1=O, Cl, O=C(O)c1cccnc1F, Nc1ccc(Oc2ccnc3[nH]ccc23)c(F)c1. Yields the product O=C(O)c1cccnc1Nc1ccc(Oc2ccnc3[nH]ccc23)c(F)c1. Reaction SMILES: [CH3:30][N:31]1[CH2:32][CH2:33][CH2:34][C:35]1=[O:36].[ClH:29].[F:19][c:20]1[c:21]([C:22](=[O:23])[OH:24])[cH:25][cH:26][cH:27][n:28]1.[nH:1]1[cH:2][cH:3][c:4]2[c:5]1[n:6][cH:7][cH:8][c:9]2[O:10][c:11]1[c:12]([F:18])[cH:13][c:14]([NH2:17])[cH:15][cH:16]1>>[nH:1]1[cH:2][cH:3][c:4]2[c:5]1[n:6][cH:7][cH:8][c:9]2[O:10][c:11]1[c:12]([F:18])[cH:13][c:14]([NH:17][c:20]2[c:21]([C:22](=[O:23])[OH:24])[cH:25][cH:26][cH:27][n:28]2)[cH:15][cH:16]1. Reactants: OC=1C=C(C=O)C=CC1 (3-hydroxybenzaldehyde), C(=O)([O-])[O-].[K+].[K+] (K2CO3), Cl.CN1C(CCCC1)CCl (N-methyl-2-chloromethylpiperidine hydrochloride). Solvent: CC#N (CH3CN). Conditions: time 0.5 hour. Product: CN1CC(CCCC1)OC=1C=C(C=O)C=CC1 (3-(1-methyl-3-hexahydroazepinyloxy)benzaldehyde). Reaction SMILES: [OH:1][C:2]1[CH:3]=[C:4]([CH:7]=[CH:8][CH:9]=1)[CH:5]=[O:6].C([O-])([O-])=O.[K+].[K+].Cl.[CH3:17][N:18]1[CH2:23][CH2:22][CH2:21][CH2:20][CH:19]1[CH2:24]Cl>CC#N>[CH3:17][N:18]1[CH2:24][CH2:19][CH2:20][CH2:21][CH:22]([O:1][C:2]2[CH:3]=[C:4]([CH:7]=[CH:8][CH:9]=2)[CH:5]=[O:6])[CH2:23]1 |f:1.2.3,4.5|. Reported procedure: A mixture of 3-hydroxybenzaldehyde (3.66 g, 0.03 mol), K2CO3 (12.43 g, 0.09 mol), and CH3CN (100 ml) was stirred at room temperature for 1/2 hour, then N-methyl-2-chloromethylpiperidine hydrochloride (5.49 g, 0.03 mol) was added. The reaction mixture was stirred until the reaction was complete, then the solvent was removed in vacuo and the residue was partitioned between CHCl3 and water. The aqueous layer was extracted with CHCl3 (3×100 ml) and the combined organic layers were concentrated in va...